Dataset: the Open Reaction Database (ORD), a public repository of structured organic reaction records. Task: describe an organic reaction: reactants, conditions, products, and yield Reaction SMILES: [CH3:15][CH2:16][OH:17].[H:13][H:14].[N+:1]([O-:2])(=[O:3])[c:4]1[cH:5][c:6]2[c:7]([cH:8][cH:9]1)[O:10][CH2:11][O:12]2>>[NH2:1][c:4]1[cH:5][c:6]2[c:7]([cH:8][cH:9]1)[O:10][CH2:11][O:12]2. The product is Nc1ccc2c(c1)OCO2. The reactants are CCO, [H][H], O=[N+]([O-])c1ccc2c(c1)OCO2. Reactants: Cl.CN(C)CC=1C(NC(NC1)=O)=O (5-dimethylaminomethyluracil hydrochloride), C(C)(C)C1=C(N)C(=CC=C1)C(C)C (2,6-diisopropylaniline). Solvent: C(CO)O (ethylene glycol). Yields the product NC1=C(C=C(CC=2C(NC(NC2)=O)=O)C=C1C(C)C)C(C)C (5-(4-amino-3,5-diisopropylbenzyl)uracil). RXN SMILES: Cl.CN([CH2:5][C:6]1[C:7](=[O:13])[NH:8][C:9](=[O:12])[NH:10][CH:11]=1)C.[CH:14]([C:17]1[CH:23]=[CH:22][CH:21]=[C:20]([CH:24]([CH3:26])[CH3:25])[C:18]=1[NH2:19])([CH3:16])[CH3:15]>C(O)CO>[NH2:19][C:18]1[C:20]([CH:24]([CH3:25])[CH3:26])=[CH:21][C:22]([CH2:5][C:6]2[C:7](=[O:13])[NH:8][C:9](=[O:12])[NH:10][CH:11]=2)=[CH:23][C:17]=1[CH:14]([CH3:16])[CH3:15] |f:0.1|. Reported procedure: A mixture of 5-dimethylaminomethyluracil hydrochloride (10.28 g, 50.0 mmol) and 2,6-diisopropylaniline (10.64 g, 60.0 mmol) in ethylene glycol (75 mL) was heated for 41/2 hours at 134°-137° C. After cooling, the title compound was filtered, washed with ethanol, and dried (5.55 g, 37%). A second crop was obtained from the mother liquor upon standing (3.24 g, 21.5%). The two crops were combined and recrystallized from methanol to give the purified title compound (5.84 g, 38.8%). Starting materials: OC1=NC2=CC=CC=C2C(=C1)C(=O)O (2-hydroxyquinoline-4-carboxylic acid), S(=O)(Cl)Cl (thionyl chloride). The product is OC1=NC2=CC=CC=C2C(=C1)C(=O)Cl (2-hydroxyquinolin-4-oyl chloride). Reaction SMILES: [OH:1][C:2]1[CH:11]=[C:10]([C:12]([OH:14])=O)[C:9]2[C:4](=[CH:5][CH:6]=[CH:7][CH:8]=2)[N:3]=1.S(Cl)([Cl:17])=O>>[OH:1][C:2]1[CH:11]=[C:10]([C:12]([Cl:17])=[O:14])[C:9]2[C:4](=[CH:5][CH:6]=[CH:7][CH:8]=2)[N:3]=1. Procedure: A mixture of 2-hydroxyquinoline-4-carboxylic acid (V. 2.89 g) and of thionyl chloride (25 ml) is stirred at 80° for 12 hr and then allowed to cool. Excess thionyl chloride is removed under reduced pressure and dichloromethane is added to the residue. The dichloromethane is then removed and the process repeated to remove traces of thionyl chloride. The residue is dried under reduced pressure to give 2-hydroxyquinolin-4-oyl chloride (V-A) as a solid, which is used without further purification, mp:... Reaction SMILES: [CH2:13]1[CH2:14][CH2:15][NH:16][CH2:17]1.[CH3:1][O:2][c:3]1[cH:4][cH:5][c:6]([S:9](=[O:10])(=[O:11])[Cl:12])[cH:7][cH:8]1.[Cl:18][CH:19]([Cl:20])[Cl:21]>>[CH3:1][O:2][c:3]1[cH:4][cH:5][c:6]([S:9](=[O:10])(=[O:11])[N:16]2[CH2:15][CH2:14][CH2:13][CH2:17]2)[cH:7][cH:8]1. Yields the product COc1ccc(S(=O)(=O)N2CCCC2)cc1. Reactants: C1CCNC1, COc1ccc(S(=O)(=O)Cl)cc1, ClC(Cl)Cl. The reactants are CO (methanol), C(Cl)(Cl)Cl (chloroform), C(C)(C)(C)OC(=O)C=1SC(=CC1)\C=C(/C)\C(=O)OC (5-[(1E)-2-(methoxycarbonyl)-prop-1-en-1-yl]thiophene-2-carboxylic acid tert-butyl ester). Reagents/catalysts: [OH-].[Pd+2].[OH-] (palladium hydroxide), [OH-].[Pd+2].[OH-] (palladium hydroxide). Solvent: C(C)(=O)OCC (ethyl acetate). Conditions: time 8 hour. Product: C(C)(C)(C)OC(=O)C=1SC(=CC1)CC(C)C(=O)OC (5-(2-methoxycarbonylpropyl)thiophene-2-carboxylic acid tert-butyl ester). The yield is 93.9%. RXN SMILES: [C:1]([O:5][C:6]([C:8]1[S:9][C:10](/[CH:13]=[C:14](/[C:16]([O:18][CH3:19])=[O:17])\[CH3:15])=[CH:11][CH:12]=1)=[O:7])([CH3:4])([CH3:3])[CH3:2].CO.C(Cl)(Cl)Cl>C(OCC)(=O)C.[OH-].[Pd+2].[OH-]>[C:1]([O:5][C:6]([C:8]1[S:9][C:10]([CH2:13][CH:14]([C:16]([O:18][CH3:19])=[O:17])[CH3:15])=[CH:11][CH:12]=1)=[O:7])([CH3:4])([CH3:2])[CH3:3] |f:4.5.6|. Reported procedure: 5-[(1E)-2-(methoxycarbonyl)-prop-1-en-1-yl]thiophene-2-carboxylic acid tert-butyl ester (13.77 g, 0.049 mol) was dissolved in ethyl acetate (60 mL), methanol (20 mL), and chloroform (10 mL), palladium hydroxide (2.8 g) was added, and the mixture was stirred at room temperature overnight under a hydrogen atmosphere. After completion of the reaction, palladium hydroxide was removed by celite filtration, and the solvent was evaporated under reduced pressure to give the title compound (13.14 g, 0.04... The reactants are C1(CCCCCC1)=O (cycloheptanone), ClC1=CC(=CC=C1)C(=O)OO (m-chloroperbenzoic acid), C(Cl)(Cl)Cl (chloroform), C(Cl)(Cl)Cl (chloroform). Reaction conditions: time 36 hour. Yields the product C1(CCCCCC1)CC(C)=O (Cycloheptylactone). As a reaction SMILES: [C:1]1(=O)[CH2:7][CH2:6][CH2:5][CH2:4][CH2:3][CH2:2]1.ClC1C=CC=[C:12]([C:16]([O:18]O)=O)C=1.[CH:20](Cl)(Cl)Cl>>[CH:1]1([CH2:20][C:16](=[O:18])[CH3:12])[CH2:7][CH2:6][CH2:5][CH2:4][CH2:3][CH2:2]1. Reported procedure: A solution of cycloheptanone (5 gms, 44 mmol) in chloroform (100 ml) was added to a solution of m-chloroperbenzoic acid (12.3 gms, 79.3 mmol) in chloroform (75 ml) and stirred at rt for 36 hrs. The reaction mixture was filtered and the filtrate washed with aq Na2CO3 solution (5%, 3×50 ml) until pH aq layer was at 8-9. Organic layer was washed with water and brine and dried over Na2SO4. The insolubles wer filtered off and the organic layer was concentrated under vacuum to give the lactone (20) (3... Starting materials: N1=CC(=CC=C1)C=O (3-Pyridine carboxaldehyde), Cl.NO (hydroxylamine hydrochloride), C(=O)(O)[O-].[Na+] (NaHCO3). Run in CO (CH3OH). Yields the product N1=CC(=CC=C1)C=NO (3-pyridine aldoxime). Isolated yield 97.0%. RXN SMILES: [N:1]1[CH:6]=[CH:5][CH:4]=[C:3]([CH:7]=O)[CH:2]=1.Cl.[NH2:10][OH:11].C([O-])(O)=O.[Na+]>CO>[N:1]1[CH:6]=[CH:5][CH:4]=[C:3]([CH:7]=[N:10][OH:11])[CH:2]=1 |f:1.2,3.4|. Reported procedure: 3-Pyridine carboxaldehyde (21.4 g, 200 mmol) and hydroxylamine hydrochloride (14.6 g, 210 mmol) were dissolved in CH3OH (125 ml) and heated at reflux for 12 hours. The solution was then concentrated under vacuum to give a white solid. To this solid was added saturated NaHCO3 solution, with stirring until slightly basic. A white precipitate was obtained which was filtered, washed with water, and dried in vacuo, to give 3-pyridine aldoxime as a white solid, 23.6 g, 97% yield, mp 148°-150° C. The reactants are ClC1=CC(=C(C=C1)C1=CC=CC=C1)CC(=O)O ((4-chlorobiphenyl-2-yl)acetic acid), S(O)(O)(=O)=O (sulfuric acid), C(C)O (ethanol). Yields the product ClC1=CC(=C(C=C1)C1=CC=CC=C1)CC(=O)OCC (Ethyl (4-chlorobiphenyl-2-yl)acetate). RXN SMILES: [Cl:1][C:2]1[CH:7]=[CH:6][C:5]([C:8]2[CH:13]=[CH:12][CH:11]=[CH:10][CH:9]=2)=[C:4]([CH2:14][C:15]([OH:17])=[O:16])[CH:3]=1.S(=O)(=O)(O)O.[CH2:23](O)[CH3:24]>>[Cl:1][C:2]1[CH:7]=[CH:6][C:5]([C:8]2[CH:13]=[CH:12][CH:11]=[CH:10][CH:9]=2)=[C:4]([CH2:14][C:15]([O:17][CH2:23][CH3:24])=[O:16])[CH:3]=1. Procedure: A mixture composed of 900 mg (3.65 mmol) of (4-chlorobiphenyl-2-yl)acetic acid (J. Am. Chem. Soc. (1955), 77, 2325), 25 ml of absolute ethanol and 50 μl of concentrated sulfuric acid is refluxed for 8 hours. After cooling and concentrating under vacuum, the reaction medium is taken up in ether, washed with saturated NaHCO3 solution and then with water, and then dried over Na2SO4. After concentrating under vacuum, 1 g of a yellow oil is obtained. Reactants: [OH-].[Na+] (sodium hydroxide), OC1=CC=C(C=C1)C(=CC1=CC=C(C=C1)O)C (4,4'-Dihydroxy-alpha-methylstilbene), C(Cl)C1CO1 (epichlorohydrin), [OH-].[Na+] (sodium hydroxide), [OH-].[Na+] (sodium hydroxide), C(Cl)C1CO1 (epichlorohydrin), C(C)(C)O (isopropanol), [OH-].[Na+] (sodium hydroxide). Solvent: O (water), O (water), O (water). Conditions: temperature 55 celsius. The product is OC1(CC=C(C=C1)C(=CC1=CC=CC=C1)C)O (4,4-Dihydroxy-alpha-methylstilbene). As a reaction SMILES: [OH:1][C:2]1[CH:7]=[CH:6][C:5]([C:8]([CH3:17])=[CH:9][C:10]2[CH:15]=[CH:14][C:13](O)=[CH:12][CH:11]=2)=[CH:4][CH:3]=1.C(C1[O:22]C1)Cl.C(O)(C)C.[OH-].[Na+]>O>[OH:1][C:2]1([OH:22])[CH:7]=[CH:6][C:5]([C:8]([CH3:17])=[CH:9][C:10]2[CH:15]=[CH:14][CH:13]=[CH:12][CH:11]=2)=[CH:4][CH2:3]1 |f:3.4|. Procedure details: 4,4'-Dihydroxy-alpha-methylstilbene 152.73 grams, 1.35 hydroxyl equivalents) from A above, epichlorohydrin (624.58 grams, 6.75 moles), deionized water (54.31 grams, 8.0 percent by weight of the epichlorohyrin used) and isopropanol (336.31 grams, 35 percent by weight of the epichlorohydrin used) is added to a reactor and heated to 55° C. with stirring under a nitrogen atmosphere. Once the 55° C. reaction temperature is achieved, sodium hydroxide (48.6 grams, 1.22 moles) dissolves in deionized wat... Starting materials: BrC=1NC(=C(C1C#N)Br)Br (2,4,5-tribromopyrrole-3-carbonitrile), CC(C)([O-])C.[K+] (potassium t-butoxide), CI (methyl iodide). Solvent: O (water), C1CCOC1 (THF), O (water), C(C)(=O)OCC (ethyl acetate), C1CCOC1 (THF). Reaction conditions: time 15 minute. The product is CN1C(=C(C(=C1Br)Br)C#N)Br (1-Methyl-2,4,5-tribromopyrrole-3-carbonitrile). Reaction SMILES: [CH3:1]C(C)([O-])C.[K+].[Br:7][C:8]1[NH:9][C:10]([Br:16])=[C:11]([Br:15])[C:12]=1[C:13]#[N:14].CI>C1COCC1.O.C(OCC)(=O)C>[CH3:1][N:9]1[C:10]([Br:16])=[C:11]([Br:15])[C:12]([C:13]#[N:14])=[C:8]1[Br:7] |f:0.1|. Procedure: To a stirred mixture of 0.87 g (7.75 mmol) of potassium t-butoxide in 30 mL of dry THF under a nitrogen atmosphere is added dropwise from an addition funnel 2.10 g (6.39 mmol) of 2,4,5-tribromopyrrole-3-carbonitrile in 20 mL of dry THF. After 15 minutes, 0.64 mL (10.3 mmol) of methyl iodide is added by syringe over 2 minutes. After several hours at room temperature, the mixture is diluted with 100 mL of water and 75 mL of ethyl acetate. The separated water